Dataset: the Open Reaction Database (ORD), a public repository of structured organic reaction records. Task: describe an organic reaction: reactants, conditions, products, and yield Starting materials: C(CCC)OC1=C(N(C(C2=CC=C(C=C12)C(=O)OC)=O)CC(C)C)CNC(=O)OC(C)(C)C (methyl 4-butoxy-3-{{(tert-butoxycarbonyl)amino}methyl}-2-isobutyl-1-oxo-1,2-dihydro-6-isoquinolinecarboxylate), Cl (hydrochloric acid), Example 75 ( 1 ), CO (methanol), [OH-].[Na+] (sodium hydroxide). Solvent: O (water), O1CCCC1 (tetrahydrofuran). Run at time 2 hour. Product: C(CCC)OC1=C(N(C(C2=CC=C(C=C12)C(=O)O)=O)CC(C)C)CNC(=O)OC(C)(C)C (4-butoxy-3-{{(tert-butoxycarbonyl)amino}methyl}-2-isobutyl-1-oxo-1,2-dihydro-6-isoquinolinecarboxylic acid). The yield is 98.7%. Reaction SMILES: [CH2:1]([O:5][C:6]1[C:15]2[C:10](=[CH:11][CH:12]=[C:13]([C:16]([O:18]C)=[O:17])[CH:14]=2)[C:9](=[O:20])[N:8]([CH2:21][CH:22]([CH3:24])[CH3:23])[C:7]=1[CH2:25][NH:26][C:27]([O:29][C:30]([CH3:33])([CH3:32])[CH3:31])=[O:28])[CH2:2][CH2:3][CH3:4].CO.[OH-].[Na+].Cl>O1CCCC1.O>[CH2:1]([O:5][C:6]1[C:15]2[C:10](=[CH:11][CH:12]=[C:13]([C:16]([OH:18])=[O:17])[CH:14]=2)[C:9](=[O:20])[N:8]([CH2:21][CH:22]([CH3:23])[CH3:24])[C:7]=1[CH2:25][NH:26][C:27]([O:29][C:30]([CH3:33])([CH3:32])[CH3:31])=[O:28])[CH2:2][CH2:3][CH3:4] |f:2.3|. Procedure: To a solution of methyl 4-butoxy-3-{{(tert-butoxycarbonyl)amino}methyl}-2-isobutyl-1-oxo-1,2-dihydro-6-isoquinolinecarboxylate (synthesized according to the method similar to that in Example 75 (1)) (1.61 g, 3.5 mmol) in tetrahydrofuran (10 ml) and methanol (10 ml) was added 1N sodium hydroxide (5 ml). The obtained mixture was stirred at room temperature for 2 h. The reaction mixture was poured into water, acidified with 1N hydrochloric acid and extracted with ethyl acetate. The extract was wash... Starting materials: CCO, Nc1ccc2c(c1)SCC(=O)N2, O=Cc1cccc(OCc2ccc3ccccc3n2)c1. The product is O=C1CSc2cc(N=Cc3cccc(OCc4ccc5ccccc5n4)c3)ccc2N1. RXN SMILES: [CH3:33][CH2:34][OH:35].[NH2:21][c:22]1[cH:23][c:24]2[c:25]([cH:31][cH:32]1)[NH:26][C:27](=[O:30])[CH2:28][S:29]2.[n:1]1[c:2]([CH2:11][O:12][c:13]2[cH:14][c:15]([CH:16]=[O:17])[cH:18][cH:19][cH:20]2)[cH:3][cH:4][c:5]2[cH:6][cH:7][cH:8][cH:9][c:10]12>>[n:1]1[c:2]([CH2:11][O:12][c:13]2[cH:14][c:15]([CH:16]=[N:21][c:22]3[cH:23][c:24]4[c:25]([cH:31][cH:32]3)[NH:26][C:27](=[O:30])[CH2:28][S:29]4)[cH:18][cH:19][cH:20]2)[cH:3][cH:4][c:5]2[cH:6][cH:7][cH:8][cH:9][c:10]12. Reactants: C([O-])([O-])=O.[Na+].[Na+] (sodium carbonate), C(O)CN (ethanolamine), NC=1C=CC2=C(C(=NCC=3N2C(=NN3)C)C3=C(C=CC=C3)F)C1 (8-amino-6-(o-fluorophenyl)-1-methyl-4H-s-triazolo[4,3-a][1,4]benzodiazepine), ClC(C)Cl (dichloroethane), FC1=C(C=CC=C1)C1=NCC=2N(C3=C1C=C(C=C3)N=C=O)C(=NN2)C ([6-(o-fluorophenyl)-1-methyl-4H-s-triazolo[4,3-a][1,4]benzodiazepin-8-yl]-isocyanate), FC1=C(C=CC=C1)C1=NCC=2N(C3=C1C=C(C=C3)NC(=O)NCCO)C=NN2 (1-[6-(o-fluorophenyl)-4H-s-triazolo[4,3-a][1,4]benzodiazepin-8-yl]-3-(2-hydroxyethyl)urea). Solvent: C(C)#N (acetonitrile). Conditions: time 20 hour. The product is FC1=C(C=CC=C1)C1=NCC=2N(C3=C1C=C(C=C3)NC(=O)NCCO)C(=NN2)C (1-[6-(o-fluorophenyl)-1-methyl-4H-s-triazolo[4,3-a][1,4]-benzodiazepin-8-yl]-3-(2-hydroxyethyl)urea). Reaction SMILES: Cl[CH:2](Cl)[CH3:3].FC1C=CC=CC=1C1C2C=C(N=C=O)C=CC=2N2C(C)=NN=C2CN=1.[F:30][C:31]1[CH:36]=[CH:35][CH:34]=[CH:33][C:32]=1[C:37]1[C:43]2[CH:44]=[C:45]([NH:48][C:49]([NH:51][CH2:52][CH2:53][OH:54])=[O:50])[CH:46]=[CH:47][C:42]=2[N:41]2C=[N:56][N:57]=[C:40]2[CH2:39][N:38]=1.NC1C=CC2N3C(C)=NN=C3CN=C(C3C=CC=CC=3F)C=2C=1.C(=O)([O-])[O-].[Na+].[Na+].C(CN)O>C(#N)C>[F:30][C:31]1[CH:36]=[CH:35][CH:34]=[CH:33][C:32]=1[C:37]1[C:43]2[CH:44]=[C:45]([NH:48][C:49]([NH:51][CH2:52][CH2:53][OH:54])=[O:50])[CH:46]=[CH:47][C:42]=2[N:41]2[C:2]([CH3:3])=[N:56][N:57]=[C:40]2[CH2:39][N:38]=1 |f:4.5.6|. Procedure details: A dichloroethane solution of [6-(o-fluorophenyl)-1-methyl-4H-s-triazolo[4,3-a][1,4]benzodiazepin-8-yl]-isocyanate, prepared as described in paragraph (a) of Example 1 from 5 g (16.3 mmol) of 8-amino-6-(o-fluorophenyl)-1-methyl-4H-s-triazolo[4,3-a][1,4]benzodiazepine, is added dropwise at room temperature while stirring to a suspension of 6.2 g (58.5 mmol) of sodium carbonate in 3 ml (49.8 mmol) of ethanolamine and 40 ml of acetonitrile. After 20 hours, the mixture is partitioned between 500 ml o... Starting materials: N1(CCOCC1)CCNC1=NOC2=C1C=C(C=C2)O (3-[[2-(4-morpholinyl)ethyl]-amino]-1,2-benzisoxazol-5-ol), CN=C=O (methyl isocyanate), CC(=O)C (acetone), C(Cl)Cl (DCM). The reagents and catalysts are [Cu]Cl (copper(I)chloride). Run in CCOC(=O)C (EtOAc). Product: CNC(OC=1C=CC2=C(C(=NO2)NCCN2CCOCC2)C1)=O (3-[[2-(4-Morpholinyl)ethyl]amino]-1,2-benzisoxazol-5-yl methylcarbamate). Yield: 32.9%. Reaction SMILES: [N:1]1([CH2:7][CH2:8][NH:9][C:10]2[C:14]3[CH:15]=[C:16]([OH:19])[CH:17]=[CH:18][C:13]=3[O:12][N:11]=2)[CH2:6][CH2:5][O:4][CH2:3][CH2:2]1.[CH3:20][N:21]=[C:22]=[O:23].CC(C)=O.C(Cl)Cl>CCOC(C)=O.[Cu]Cl>[CH3:20][NH:21][C:22](=[O:23])[O:19][C:16]1[CH:17]=[CH:18][C:13]2[O:12][N:11]=[C:10]([NH:9][CH2:8][CH2:7][N:1]3[CH2:6][CH2:5][O:4][CH2:3][CH2:2]3)[C:14]=2[CH:15]=1. Procedure details: To a stirred solution of 3-[[2-(4-morpholinyl)ethyl]-amino]-1,2-benzisoxazol-5-ol (1 g) and a catalytic amount of copper(I)chloride (0.05 g) in EtOAc (100 ml) was added methyl isocyanate (0.26 g). After 24 hours TLC (silica gel, 1:1:20 acetone/MeOL/DCM) showed no starting material. The reaction was filtered through neutral alumina eluting with EtOAc (1 l) and the filtrate was concentrated in vacuo. The residue was further purified by flash chromatography (silica gel) eluting with 1:1:20 acetone/... Starting materials: CI, [H-], Cc1cc(=O)[nH]c2cc(N)ccc12, [Na+], CN(C)C=O. Product: Cc1cc(=O)n(C)c2cc(N)ccc12. Reaction SMILES: [CH3:16][I:17].[H-:14].[NH2:1][c:2]1[cH:3][cH:4][c:5]2[c:6]([CH3:13])[cH:7][c:8](=[O:12])[nH:9][c:10]2[cH:11]1.[Na+:15].[O:18]=[CH:19][N:20]([CH3:21])[CH3:22]>>[NH2:1][c:2]1[cH:3][cH:4][c:5]2[c:6]([CH3:13])[cH:7][c:8](=[O:12])[n:9]([CH3:16])[c:10]2[cH:11]1. The reactants are NC1=NC(=CC=C1)N (2,6-diaminopyridine), C(C)OC=C(S(=O)(=O)C1=CC=CC=C1)S(=O)(=O)C1=CC=CC=C1 (2-ethoxy-1,1-bis(phenylsulphonyl)ethene). The solvent is C1(=CC=CC=C1)C (toluene). Product: C1(=CC=CC=C1)S(=O)(=O)C(=CNC1=NC(=CC=C1)NC=C(S(=O)(=O)C1=CC=CC=C1)S(=O)(=O)C1=CC=CC=C1)S(=O)(=O)C1=CC=CC=C1 (2,6-bis[2,2-bis(phenylsulphonyl)ethen-1-ylamino]pyridine). Isolated yield 22.7%. Reaction SMILES: [NH2:1][C:2]1[CH:7]=[CH:6][CH:5]=[C:4]([NH2:8])[N:3]=1.C(O[CH:12]=[C:13]([S:23]([C:26]1[CH:31]=[CH:30][CH:29]=[CH:28][CH:27]=1)(=[O:25])=[O:24])[S:14]([C:17]1[CH:22]=[CH:21][CH:20]=[CH:19][CH:18]=1)(=[O:16])=[O:15])C>C1(C)C=CC=CC=1>[C:17]1([S:14]([C:13]([S:23]([C:26]2[CH:31]=[CH:30][CH:29]=[CH:28][CH:27]=2)(=[O:25])=[O:24])=[CH:12][NH:1][C:2]2[CH:7]=[CH:6][CH:5]=[C:4]([NH:8][CH:12]=[C:13]([S:14]([C:17]3[CH:22]=[CH:21][CH:20]=[CH:19][CH:18]=3)(=[O:15])=[O:16])[S:23]([C:26]3[CH:27]=[CH:28][CH:29]=[CH:30][CH:31]=3)(=[O:25])=[O:24])[N:3]=2)(=[O:15])=[O:16])[CH:18]=[CH:19][CH:20]=[CH:21][CH:22]=1. Reported procedure: A stirred mixture of 2,6-diaminopyridine (0.3 g) and 2-ethoxy-1,1-bis(phenylsulphonyl)ethene (2.1 g) in toluene (50 ml) was heated at reflux for 2 hours. The mixture was cooled, and concentrated in vacuo, and the resulting solid was subjected to medium pressure chromatography on silica gel, eluting with acetone, to give 2,6-bis[2,2-bis(phenylsulphonyl)ethen-1-ylamino]pyridine (0.45 g), in the form of a white powder, m.p. 299°-300° C. Yield: 5.0%. The product is C1=CC=CC=2C3=CC=CC=C3C(=CC12)O (9-phenanthrol). Starting materials: enols, enol ethers, ethylene oxides, COC=1C2=CC=CC=C2C=2C=CC=CC2C1 (9-methoxyphenanthrene), C1=CC=CC=2C3=CC=CC=C3C(=CC12)OC=1C2=CC=CC=C2C=2C=CC=CC2C1 (di-9-phenanthryl ether), [N+](=[N-])=C (diazomethane), C1(C=CC=C2C3=CC=CC=C3C=C12)=O (fluorenone). Procedure: Cyclic aliphatic ketones are known to ring expand with diazomethane to form larger cyclic aliphatic ketones. This reaction may also be conducted in some instances with aromatic ketones, producing a variety of homologous ring-enlarged ketones in addition to the formation of enols, enol ethers and ethylene oxides. Thus, for example, Schultz et al, J. Am. Chem. Soc. 62, 2902-4 (1940) reported the reaction of diazomethane with fluorenone to yield 5% of 9-phenanthrol, 30% of 9-methoxyphenanthrene, 1.... RXN SMILES: [N+](=C)=[N-].C1(=O)C2C(C3C(C=2)=CC=CC=3)=CC=C1.C[O:19][C:20]1[C:21]2[C:26]([C:27]3[CH:28]=[CH:29][CH:30]=[CH:31][C:32]=3[CH:33]=1)=[CH:25][CH:24]=[CH:23][CH:22]=2.C1C2C=C(OC3C4C(C5C=CC=CC=5C=3)=CC=CC=4)C3C(=CC=CC=3)C=2C=CC=1>>[CH:31]1[C:32]2[CH:33]=[C:20]([OH:19])[C:21]3[C:26](=[CH:25][CH:24]=[CH:23][CH:22]=3)[C:27]=2[CH:28]=[CH:29][CH:30]=1. Reactants: FC1=C(C=CC=C1)[C@@]1(O[C@H]1C)CN1N=CN=C1 ((2R,3S)-2-(2-Fluorophenyl)-3-methyl-2-(1H-1,2,4-triazol-1-yl)methyloxirane), N=1N(N=NC1)C1=CC=C(C=C1)N1C(NC=C1)=O (1-[4-(2H-2-tetrazolyl)-phenyl]-2(1H,3H)-imidazolone), C([O-])([O-])=O.[Cs+].[Cs+] (cesium carbonate), CN1C(CCC1)=O (1-methyl-2-pyrrolidone), ice water. Run in C(C)(=O)OCC (ethyl acetate). Run at temperature 80 celsius. Product: FC1=C(C=CC=C1)[C@]([C@@H](C)N1C(N(C=C1)C1=CC=C(C=C1)N1N=CN=N1)=O)(CN1N=CN=C1)O (1-[(1R,2R)-2-(2-fluorophenyl)-2-hydroxy-1-methyl-3-(1H-1,2,4-triazol-1-yl)propyl]-3-[4-(2H-2-tetrazolyl)phenyl]-2(1H,3H)-imidazolone). Isolated yield 10.7%. Reaction SMILES: [F:1][C:2]1[CH:7]=[CH:6][CH:5]=[CH:4][C:3]=1[C@@:8]1([CH2:12][N:13]2[CH:17]=[N:16][CH:15]=[N:14]2)[C@H:10]([CH3:11])[O:9]1.[N:18]1[N:19]([C:23]2[CH:28]=[CH:27][C:26]([N:29]3[CH:33]=[CH:32][NH:31][C:30]3=[O:34])=[CH:25][CH:24]=2)[N:20]=[N:21][CH:22]=1.C(=O)([O-])[O-].[Cs+].[Cs+].CN1CCCC1=O>C(OCC)(=O)C>[F:1][C:2]1[CH:7]=[CH:6][CH:5]=[CH:4][C:3]=1[C@@:8]([OH:9])([CH2:12][N:13]1[CH:17]=[N:16][CH:15]=[N:14]1)[C@H:10]([N:31]1[CH:32]=[CH:33][N:29]([C:26]2[CH:25]=[CH:24][C:23]([N:19]3[N:20]=[N:21][CH:22]=[N:18]3)=[CH:28][CH:27]=2)[C:30]1=[O:34])[CH3:11] |f:2.3.4|. Procedure details: (2R,3S)-2-(2-Fluorophenyl)-3-methyl-2-(1H-1,2,4-triazol-1-yl)methyloxirane (2.34 g), 1-[4-(2H-2-tetrazolyl)-phenyl]-2(1H,3H)-imidazolone (2.28 g) and cesium carbonate (powder: 6.52 g) were added to 1-methyl-2-pyrrolidone (100 ml), and the mixture was heated at 80° C. for 18 hours with stirring. The reaction solution was cooled, diluted with * ethyl acetate (200 ml) and added to ice water (200 ml) to separate the ethyl acetate layer. The aqueous layer was extracted with ethyl acetate (100 ml). Th... The reactants are Cc1cc(O[Si](C)(C)C(C)(C)C)cc(C)c1-c1cccc(COc2ccc(CCC(=O)OC(C)(C)C)cc2)c1, CCCC[N+](CCCC)(CCCC)CCCC, [F-], C1CCOC1. Yields the product Cc1cc(O)cc(C)c1-c1cccc(COc2ccc(CCC(=O)OC(C)(C)C)cc2)c1. As a reaction SMILES: [C:1]([Si:2]([CH3:3])([CH3:4])[O:6][c:7]1[cH:8][c:9]([CH3:37])[c:10](-[c:14]2[cH:15][c:16]([CH2:20][O:21][c:22]3[cH:23][cH:24][c:25]([CH2:28][CH2:29][C:30](=[O:31])[O:32][C:33]([CH3:34])([CH3:35])[CH3:36])[cH:26][cH:27]3)[cH:17][cH:18][cH:19]2)[c:11]([CH3:13])[cH:12]1)([CH3:5])([CH3:38])[CH3:39].[CH3:41][CH2:42][CH2:43][CH2:44][N+:45]([CH2:46][CH2:47][CH2:48][CH3:49])([CH2:50][CH2:51][CH2:52][CH3:53])[CH2:54][CH2:55][CH2:56][CH3:57].[F-:40].[O:58]1[CH2:59][CH2:60][CH2:61][CH2:62]1>>[OH:6][c:7]1[cH:8][c:9]([CH3:37])[c:10](-[c:14]2[cH:15][c:16]([CH2:20][O:21][c:22]3[cH:23][cH:24][c:25]([CH2:28][CH2:29][C:30](=[O:31])[O:32][C:33]([CH3:34])([CH3:35])[CH3:36])[cH:26][cH:27]3)[cH:17][cH:18][cH:19]2)[c:11]([CH3:13])[cH:12]1. Reactants: COC(=O)CBr, CCOC(=O)NS(=O)(=O)N(Cc1ccc2ccc(C#N)cc2c1)c1ccc(OC2CCN(C(=O)OC(C)(C)C)CC2)cc1, O=C([O-])[O-], CN(C)C=O, [K+], [K+]. Product: CCOC(=O)N(CC(=O)OC)S(=O)(=O)N(Cc1ccc2ccc(C#N)cc2c1)c1ccc(OC2CCN(C(=O)OC(C)(C)C)CC2)cc1. Reaction SMILES: [Br:44][CH2:45][C:46](=[O:47])[O:48][CH3:49].[C:1]([CH3:2])([CH3:3])([CH3:4])[O:5][C:6](=[O:7])[N:8]1[CH2:9][CH2:10][CH:11]([O:14][c:15]2[cH:16][cH:17][c:18]([N:21]([S:22](=[O:23])(=[O:24])[NH:25][C:26]([O:27][CH2:28][CH3:29])=[O:30])[CH2:31][c:32]3[cH:33][c:34]4[cH:35][c:36]([C:42]#[N:43])[cH:37][cH:38][c:39]4[cH:40][cH:41]3)[cH:19][cH:20]2)[CH2:12][CH2:13]1.[C:50](=[O:51])([O-:52])[O-:53].[CH3:56][N:57]([CH3:58])[CH:59]=[O:60].[K+:54].[K+:55]>>[C:1]([CH3:2])([CH3:3])([CH3:4])[O:5][C:6](=[O:7])[N:8]1[CH2:9][CH2:10][CH:11]([O:14][c:15]2[cH:16][cH:17][c:18]([N:21]([S:22](=[O:23])(=[O:24])[N:25]([C:26]([O:27][CH2:28][CH3:29])=[O:30])[CH2:45][C:46](=[O:47])[O:48][CH3:49])[CH2:31][c:32]3[cH:33][c:34]4[cH:35][c:36]([C:42]#[N:43])[cH:37][cH:38][c:39]4[cH:40][cH:41]3)[cH:19][cH:20]2)[CH2:12][CH2:13]1.